This data is from the Open Reaction Database (ORD), a public repository of structured organic reaction records. The task is: describe an organic reaction: reactants, conditions, products, and yield Starting materials: C[Si](Cl)(C)C (trimethylchlorosilane), C(CCC)[Li] (n-butyl lithium), BrC1=C(C=C(C=C1)NC(OC(C)(C)C)=O)CN(C)C (tert-butyl 4-bromo-3-((dimethylamino)methyl)phenylcarbamate), BrC1=C(C=C(C=C1)NC(OC(C)(C)C)=O)CN(C)C (tert-butyl 4-bromo-3-((dimethylamino)methyl)phenylcarbamate), O (water). Solvent: C1CCOC1 (THF). Conditions: time 30 minute. Product: CN(C)CC=1C=C(C=CC1[Si](C)(C)C)NC(OC(C)(C)C)=O (tert-butyl 3-((dimethylamino)methyl)-4-(trimethylsilyl)phenylcarbamate). RXN SMILES: C([Li])CCC.Br[C:7]1[CH:12]=[CH:11][C:10]([NH:13][C:14](=[O:20])[O:15][C:16]([CH3:19])([CH3:18])[CH3:17])=[CH:9][C:8]=1[CH2:21][N:22]([CH3:24])[CH3:23].[CH3:25][Si:26]([CH3:29])([CH3:28])Cl.O>C1COCC1>[CH3:23][N:22]([CH2:21][C:8]1[CH:9]=[C:10]([NH:13][C:14](=[O:20])[O:15][C:16]([CH3:19])([CH3:18])[CH3:17])[CH:11]=[CH:12][C:7]=1[Si:26]([CH3:29])([CH3:28])[CH3:25])[CH3:24]. Reported procedure: At −78° C., n-butyl lithium (2.5 ml/L, 3 ml) was slowly added dropwise into a solution of tert-butyl 4-bromo-3-((dimethylamino)methyl)phenylcarbamate (compound 28) (2.7 g, 8 mmol) in THF. The reaction mixture was stirred at low-temperature for 30 minutes, followed by adding trimethylchlorosilane (1.1 g, 9.6 mmol). And then the reaction mixture was stirred at low-temperature for 1 hour. After the mixture was warmed to RT and stirred overnight, three times of water was added into the reaction solu...